This data is from the Open Reaction Database (ORD), a public repository of structured organic reaction records. The task is: describe an organic reaction: reactants, conditions, products, and yield The reactants are ClC1=NC=NC2=CC=C(C=C12)C1=CC=C(C=C1)F (4-chloro-6-(4-fluorophenyl)-quinazoline), C(CCC)N (n-butylamine). The product is C(CCC)NC1=NC=NC2=CC=C(C=C12)C1=CC=C(C=C1)F (4-(N-butylamino)-6-(4-fluorophenyl)-quinazoline). Yield: 68.0%. Reaction SMILES: Cl[C:2]1[C:11]2[C:6](=[CH:7][CH:8]=[C:9]([C:12]3[CH:17]=[CH:16][C:15]([F:18])=[CH:14][CH:13]=3)[CH:10]=2)[N:5]=[CH:4][N:3]=1.[CH2:19]([NH2:23])[CH2:20][CH2:21][CH3:22]>>[CH2:19]([NH:23][C:2]1[C:11]2[C:6](=[CH:7][CH:8]=[C:9]([C:12]3[CH:17]=[CH:16][C:15]([F:18])=[CH:14][CH:13]=3)[CH:10]=2)[N:5]=[CH:4][N:3]=1)[CH2:20][CH2:21][CH3:22]. Reported procedure: This compound was synthesized from 4-chloro-6-(4-fluorophenyl)-quinazoline and n-butylamine in 68% yield, using the procedure described for example 37. The product was characterized by its mass spectrum as follows: MS (m/z): 296 ([M+H]+, 100). Reaction SMILES: [Br:1][C:2]1[C:3]([O:19][CH:20]([CH3:22])[CH3:21])=[C:4]([C:14]([O:16]CC)=[O:15])[N:5]([C:8]2[CH:13]=[CH:12][CH:11]=[CH:10][CH:9]=2)[C:6]=1[Br:7].[OH-].[Na+].C(O)(=O)C(O)=O>CO>[Br:1][C:2]1[C:3]([O:19][CH:20]([CH3:22])[CH3:21])=[C:4]([C:14]([OH:16])=[O:15])[N:5]([C:8]2[CH:13]=[CH:12][CH:11]=[CH:10][CH:9]=2)[C:6]=1[Br:7] |f:1.2|. Run in CO (methanol), CO (methanol). Reported procedure: Ethyl 4,5-dibromo-3-(1-methylethoxy)-1-phenyl-1H-pyrrole-2-carboxylate (3.0 g, 0.007 moles) is dissolved in methanol (40 mL), 2N NaOH (20 mL) is added and the mixture stirred and heated to reflux under nitrogen. After 2 hours the mixture is cooled, then stripped of methanol under reduced pressure. The residue is acidified with oxalic acid and the precipitate is filtered off, rinsed well with warm water, and dried to afford the pure product (2.6 g); mp 76° C. (dec). Yield: 92.2%. Product: BrC=1C(=C(N(C1Br)C1=CC=CC=C1)C(=O)O)OC(C)C (4,5-Dibromo-3-(1-methylethoxy)-1-phenyl-1H-pyrrole-2-carboxylic acid). Reactants: [OH-].[Na+] (NaOH), BrC=1C(=C(N(C1Br)C1=CC=CC=C1)C(=O)OCC)OC(C)C (Ethyl 4,5-dibromo-3-(1-methylethoxy)-1-phenyl-1H-pyrrole-2-carboxylate), C(C(=O)O)(=O)O (oxalic acid). Reactants: CO (MeOH), BrCCC1=CNC2=CC=CC=C12 (3-(2-bromoethyl)indole), CNC (dimethylamine), C([O-])(O)=O.[Na+] (sodium bicarbonate). The solvent is C(C)(=O)O (acetic acid). Reaction conditions: time 8 hour. The product is N1C=C(C2=CC=CC=C12)CCN(C)C (2-(1H-indol-3-yl)-N,N-dimethylethylamine). As a reaction SMILES: Br[CH2:2][CH2:3][C:4]1[C:12]2[C:7](=[CH:8][CH:9]=[CH:10][CH:11]=2)[NH:6][CH:5]=1.[CH3:13][NH:14][CH3:15].C(=O)(O)[O-].[Na+].CO>C(O)(=O)C>[NH:6]1[C:7]2[C:12](=[CH:11][CH:10]=[CH:9][CH:8]=2)[C:4]([CH2:3][CH2:2][N:14]([CH3:15])[CH3:13])=[CH:5]1 |f:2.3|. Reported procedure: To 250 mg of 3-(2-bromoethyl)indole in a round-bottomed flask, a 10 M excess of dimethylamine (6 mL of 2M in MeOH) was added and the solution was stirred at r.t. overnight. After adding 5 mL sodium bicarbonate (2%), the reaction mixture was extracted with chloroform (3×5 ml) and back extracted with H2O (1×5 mL). The combined extracts were dried over MgSO4 and evaporation of the solvent gave the product in crystalline form. Yield: 0.21 g, 84%, yellowish crystals. m.p.: 45-47° C.; TLC (EtAc:MeOH:a... RXN SMILES: [CH3:1][CH:2]([OH:9])[CH2:3][CH2:4][CH2:5][CH2:6][CH2:7][CH3:8].OO>O1CCOCC1>[CH3:1][C:2](=[O:9])[CH2:3][CH2:4][CH2:5][CH2:6][CH2:7][CH3:8]. Solvent: O1CCOCC1 (dioxane). Procedure: The reaction was carried out in the same manner as in Example 1, except that 2-octanol and an aqueous hydrogen peroxide solution were made into a homogenous phase by adding dioxane (10 ml) in advance, and 2-octanone was obtained in yield of 37%. Isolated yield 37.0%. Reactants: CC(CCCCCC)O (2-octanol), OO (hydrogen peroxide). Yields the product CC(CCCCCC)=O (2-octanone). Reactants: [Li]CCCC (n-BuLi), BrC=1C=CC(=C(OC2=NC=C(C=C2)C(F)(F)F)C1)C (2-(5-Bromo-2-methylphenoxy)-5-(trifluoromethyl)pyridine), C(C)(C)OB(OC(C)C)OC(C)C (triisopropylborate), C1CCOC1 (THF). Run in C1(=CC=CC=C1)C (toluene). Reaction conditions: temperature -40 celsius, time 1 hour. The product is CC1=C(C=C(C=C1)B(O)O)OC1=NC=C(C=C1)C(F)(F)F (4-Methyl-3-(5-(trifluoromethyl)pyridin-2-yloxy)phenylboronic acid). Isolated yield 126.8%. Reaction SMILES: Br[C:2]1[CH:3]=[CH:4][C:5]([CH3:19])=[C:6]([CH:18]=1)[O:7][C:8]1[CH:13]=[CH:12][C:11]([C:14]([F:17])([F:16])[F:15])=[CH:10][N:9]=1.C([O:23][B:24](OC(C)C)[O:25]C(C)C)(C)C.C1COCC1.[Li]CCCC>C1(C)C=CC=CC=1>[CH3:19][C:5]1[CH:4]=[CH:3][C:2]([B:24]([OH:25])[OH:23])=[CH:18][C:6]=1[O:7][C:8]1[CH:13]=[CH:12][C:11]([C:14]([F:17])([F:16])[F:15])=[CH:10][N:9]=1. Procedure: 2-(5-Bromo-2-methylphenoxy)-5-(trifluoromethyl)pyridine (1 g, 0.003 mol) and triisopropylborate (0.8 mL, 0.003 mol) were dissolved in toluene (20 mL) and THF (5 mL) and cooled to −78° C. under a N2 atmosphere. n-BuLi (2.69 mL, 0.003 mol) was added while maintaining the reaction at −70° C. and then the reaction was stirred for 1 h at −40° C. Gradually the temperature was increased to −20-0° C. and then the reaction was quenched with 2N HCl. The reaction mixture was warmed to RT, concentrated and ... Reactants: [BH4-], CN(C(=O)OC(C)(C)C)C(Cc1ccccc1)C(N)=O, [Cl-], I, [NH4+], [Na+], [Na+], C1CCOC1, [OH-], O. Yields the product CN(C(=O)OC(C)(C)C)C(CN)Cc1ccccc1. As a reaction SMILES: [BH4-:21].[C:1]([CH3:2])([CH3:3])([CH3:4])[O:5][C:6]([N:7]([CH3:8])[CH:9]([CH2:10][c:11]1[cH:12][cH:13][cH:14][cH:15][cH:16]1)[C:17]([NH2:18])=[O:19])=[O:20].[Cl-:24].[I:23].[NH4+:25].[Na+:22].[Na+:27].[O:28]1[CH2:29][CH2:30][CH2:31][CH2:32]1.[OH-:26].[OH2:33]>>[C:1]([CH3:2])([CH3:3])([CH3:4])[O:5][C:6]([N:7]([CH3:8])[CH:9]([CH2:10][c:11]1[cH:12][cH:13][cH:14][cH:15][cH:16]1)[CH2:17][NH2:18])=[O:20].